This data is from the Open Reaction Database (ORD), a public repository of structured organic reaction records. The task is: describe an organic reaction: reactants, conditions, products, and yield RXN SMILES: [BH:19]([OH:20])[OH:21].[Br:22][c:23]1[cH:24][cH:25][c:26]([CH2:27][c:28]2[n:29](-[c:41]3[cH:42][c:43]([N:47]4[CH2:48][C:49](=[O:54])[NH:50][S:51]4(=[O:52])=[O:53])[cH:44][cH:45][cH:46]3)[cH:30][c:31](-[c:33]3[c:34]([Cl:40])[cH:35][c:36]([Cl:39])[cH:37][cH:38]3)[n:32]2)[cH:55][cH:56]1.[CH2:57]1[O:58][CH2:59][CH2:60][CH2:61]1.[CH:10]12[CH2:11][CH2:12][CH2:13][CH:14]([BH:15]1)[CH2:16][CH2:17][CH2:18]2.[CH:1]1([CH2:7][C:8]#[CH:9])[CH2:2][CH2:3][CH2:4][CH2:5][CH2:6]1>>[CH:1]1([CH2:7][CH:8]=[CH:9][c:23]2[cH:24][cH:25][c:26]([CH2:27][c:28]3[n:29](-[c:41]4[cH:42][c:43]([N:47]5[CH2:48][C:49](=[O:54])[NH:50][S:51]5(=[O:52])=[O:53])[cH:44][cH:45][cH:46]4)[cH:30][c:31](-[c:33]4[c:34]([Cl:40])[cH:35][c:36]([Cl:39])[cH:37][cH:38]4)[n:32]3)[cH:55][cH:56]2)[CH2:2][CH2:3][CH2:4][CH2:5][CH2:6]1. Product: O=C1CN(c2cccc(-n3cc(-c4ccc(Cl)cc4Cl)nc3Cc3ccc(C=CCC4CCCCC4)cc3)c2)S(=O)(=O)N1. Starting materials: OBO, O=C1CN(c2cccc(-n3cc(-c4ccc(Cl)cc4Cl)nc3Cc3ccc(Br)cc3)c2)S(=O)(=O)N1, C1CCOC1, B1C2CCCC1CCC2, C#CCC1CCCCC1.